Dataset: the Open Reaction Database (ORD), a public repository of structured organic reaction records. Task: describe an organic reaction: reactants, conditions, products, and yield Starting materials: C(C)(C)(C)OC(=O)N1C(=C(C(=C1)C)C)C=O (3,4-dimethyl-2-formyl-pyrrole-1-carboxylic acid tert-butyl ester), C(#C)[Mg]Cl (ethynylmagnesium chloride). Run in C1CCOC1 (THF). Conditions: time 0.5 hour. Yields the product C(C)(C)(C)OC(=O)N1C(=C(C(=C1)C)C)C(C#C)O (3,4-dimethyl-2-(1-hydroxy-prop-2-ynyl)-pyrrole-1-carboxylic acid tert-butyl ester). RXN SMILES: [C:1]([O:5][C:6]([N:8]1[CH:12]=[C:11]([CH3:13])[C:10]([CH3:14])=[C:9]1[CH:15]=[O:16])=[O:7])([CH3:4])([CH3:3])[CH3:2].[C:17]([Mg]Cl)#[CH:18]>C1COCC1>[C:1]([O:5][C:6]([N:8]1[CH:12]=[C:11]([CH3:13])[C:10]([CH3:14])=[C:9]1[CH:15]([OH:16])[C:17]#[CH:18])=[O:7])([CH3:4])([CH3:2])[CH3:3]. Procedure: To a solution of 3,4-dimethyl-2-formyl-pyrrole-1-carboxylic acid tert-butyl ester (3.18 g, 14.2 mmol) (prepared as described in Tietze et al., supra,) in dry THF(40 mL) was added ethynylmagnesium chloride (Aldrich, 0.5 M solution in THF, 57 mL, 28.5 mmol) dropwise at −65° C. and the reaction mixture was stirred at the same temperature for 0.5 hour. The cooling bath was then removed and the reaction mixture was stirred for another 2 hours to give a clear solution. The reaction was quenched by slo... The reactants are C1CCOC1, CON(C)C(=O)c1ncc(Cl)cc1NS(=O)(=O)c1ccc(Cl)c(C(F)(F)F)c1, CC(C)[Mg+], [Cl-], Ic1ccnc2[nH]ncc12. Product: O=C(c1ncc(Cl)cc1NS(=O)(=O)c1ccc(Cl)c(C(F)(F)F)c1)c1ccnc2[nH]ncc12. As a reaction SMILES: [CH2:44]1[O:45][CH2:46][CH2:47][CH2:48]1.[CH3:16][O:17][N:18]([C:19](=[O:20])[c:21]1[n:22][cH:23][c:24]([Cl:42])[cH:25][c:26]1[NH:27][S:28](=[O:29])(=[O:30])[c:31]1[cH:32][c:33]([C:38]([F:39])([F:40])[F:41])[c:34]([Cl:37])[cH:35][cH:36]1)[CH3:43].[CH:12]([Mg+:13])([CH3:14])[CH3:15].[Cl-:11].[I:1][c:2]1[c:3]2[cH:4][n:5][nH:6][c:7]2[n:8][cH:9][cH:10]1>>[c:2]1([C:19](=[O:20])[c:21]2[n:22][cH:23][c:24]([Cl:42])[cH:25][c:26]2[NH:27][S:28](=[O:29])(=[O:30])[c:31]2[cH:32][c:33]([C:38]([F:39])([F:40])[F:41])[c:34]([Cl:37])[cH:35][cH:36]2)[c:3]2[cH:4][n:5][nH:6][c:7]2[n:8][cH:9][cH:10]1. Starting materials: [Cl-].O[NH3+] (hydroxylammonium chloride), C(O)([O-])=O.[Na+] (sodium hydrogen carbonate), OC1(CCC1)C(C)O[C@@H]1CC[C@H](CC1)N1C=2N(C(=C(C1=O)CC1=CC=C(C=C1)C=1C(=CC=CC1)C#N)CCC)N=CN2 (4′-[(4-{trans-4-[1-(1-hydroxycyclobutyl)ethoxy]cyclohexyl}-5-oxo-7-propyl-4,5-dihydro[1,2,4]triazolo[1,5-a]pyrimidin-6-yl)methyl]biphenyl-2-carbonitrile). The solvent is CS(=O)C (dimethyl sulfoxide), CS(=O)C (dimethyl sulfoxide), C(C)(=O)OCC (ethyl acetate). Reaction conditions: temperature 60 celsius, time 30 minute. Product: OC1(CCC1)C(C)O[C@@H]1CC[C@H](CC1)N1C=2N(C(=C(C1=O)CC1=CC=C(C=C1)C1=C(C=CC=C1)C1=NOC(N1)=O)CCC)N=CN2 (4-{trans-4-[1-(1-hydroxycyclobutyl)ethoxy]cyclohexyl}-6-{[2′-(5-oxo-4,5-dihydro-1,2,4-oxadiazol-3-yl)biphenyl-4-yl]methyl}-7-propyl[1,2,4]triazolo[1,5-a]pyrimidin-5(4H)-one), compound. Isolated yield 56.0%. As a reaction SMILES: [Cl-].O[NH3+:3].[C:4](=[O:7])([O-])[OH:5].[Na+].[OH:9][C:10]1([CH:14]([O:16][C@H:17]2[CH2:22][CH2:21][C@H:20]([N:23]3[C:28](=[O:29])[C:27]([CH2:30][C:31]4[CH:36]=[CH:35][C:34]([C:37]5[C:38]([C:43]#[N:44])=[CH:39][CH:40]=[CH:41][CH:42]=5)=[CH:33][CH:32]=4)=[C:26]([CH2:45][CH2:46][CH3:47])[N:25]4[N:48]=[CH:49][N:50]=[C:24]34)[CH2:19][CH2:18]2)[CH3:15])[CH2:13][CH2:12][CH2:11]1>CS(C)=O.C(OCC)(=O)C>[OH:9][C:10]1([CH:14]([O:16][C@H:17]2[CH2:22][CH2:21][C@H:20]([N:23]3[C:28](=[O:29])[C:27]([CH2:30][C:31]4[CH:32]=[CH:33][C:34]([C:37]5[CH:42]=[CH:41][CH:40]=[CH:39][C:38]=5[C:43]5[NH:3][C:4](=[O:7])[O:5][N:44]=5)=[CH:35][CH:36]=4)=[C:26]([CH2:45][CH2:46][CH3:47])[N:25]4[N:48]=[CH:49][N:50]=[C:24]34)[CH2:19][CH2:18]2)[CH3:15])[CH2:11][CH2:12][CH2:13]1 |f:0.1,2.3|. Procedure: A mixture of hydroxylammonium chloride (2.67 g), sodium hydrogen carbonate (4.30 g) and dimethyl sulfoxide (7 mL) was stirred at 60° C. for 30 min, a solution of 4′-[(4-{trans-4-[1-(1-hydroxycyclobutyl)ethoxy]cyclohexyl}-5-oxo-7-propyl-4,5-dihydro[1,2,4]triazolo[1,5-a]pyrimidin-6-yl)methyl]biphenyl-2-carbonitrile (1.45 g) in dimethyl sulfoxide (8 mL) was added, and the mixture was stirred at 90° C. for 18 hr. The reaction mixture was diluted with ethyl acetate, washed with water and then with sa... Reagents/catalysts: [Pt] (platinum on charcoal). Reported procedure: To a solution of the above 5-(2-amino-1-hydroxyethyl)-o-anisamide in ethanol (70ml) was added benzyl acetone (1.5g), and the mixture was gently refluxed for 1 hour. The cooled solution was then added to a suspension of pre-reduced 5% platinum on charcoal (0.4g) in ethanol (10 ml) and hydrogenated until uptake was complete. Hydrogen uptake was complete within 14 hours. The catalyst and solvent were removed to leave 5-[1-hydroxy-2-(1-methyl-3-phenylpropyl)aminoethyl]-o-anisamide as an oil (2.36g) ... Product: OC(CNC(CCC1=CC=CC=C1)C)C1=CC=C(C(C(=O)N)=C1)OC (5-[1-hydroxy-2-(1-methyl-3-phenylpropyl)aminoethyl]-o-anisamide). Run in C(C)O (ethanol), C(C)O (ethanol). The reactants are NCC(O)C1=CC=C(C(C(=O)N)=C1)OC (5-(2-amino-1-hydroxyethyl)-o-anisamide), C(C1=CC=CC=C1)CC(C)=O (benzyl acetone), [H][H] (Hydrogen). Reaction SMILES: [NH2:1][CH2:2][CH:3]([C:5]1[CH:13]=[C:9]([C:10]([NH2:12])=[O:11])[C:8]([O:14][CH3:15])=[CH:7][CH:6]=1)[OH:4].[CH2:16]([CH2:23][C:24](=O)[CH3:25])[C:17]1[CH:22]=[CH:21][CH:20]=[CH:19][CH:18]=1.[H][H]>C(O)C.[Pt]>[OH:4][CH:3]([C:5]1[CH:13]=[C:9]([C:10]([NH2:12])=[O:11])[C:8]([O:14][CH3:15])=[CH:7][CH:6]=1)[CH2:2][NH:1][CH:24]([CH3:25])[CH2:23][CH2:16][C:17]1[CH:22]=[CH:21][CH:20]=[CH:19][CH:18]=1.